Dataset: the Open Reaction Database (ORD), a public repository of structured organic reaction records. Task: describe an organic reaction: reactants, conditions, products, and yield Starting materials: COCCOC, CC(C)(C)[O-], Cc1oc(-c2ccccc2)nc1COc1ccc(Cn2cc(C=O)c(-c3cccs3)n2)cc1, CO, [Cl-], [K+], [NH4+], [C-]#[N+]CS(=O)(=O)c1ccc(C)cc1. Product: Cc1oc(-c2ccccc2)nc1COc1ccc(Cn2cc(CC#N)c(-c3cccs3)n2)cc1. As a reaction SMILES: [CH2:55]([CH2:56][O:57][CH3:58])[O:59][CH3:60].[CH3:14][C:15]([CH3:16])([O-:17])[CH3:18].[CH3:20][c:21]1[c:22]([CH2:32][O:33][c:34]2[cH:35][cH:36][c:37]([CH2:38][n:39]3[n:40][c:41](-[c:46]4[s:47][cH:48][cH:49][cH:50]4)[c:42]([CH:44]=[O:45])[cH:43]3)[cH:51][cH:52]2)[n:23][c:24](-[c:26]2[cH:27][cH:28][cH:29][cH:30][cH:31]2)[o:25]1.[CH3:61][OH:62].[Cl-:53].[K+:19].[NH4+:54].[c:1]1([CH3:2])[cH:3][cH:4][c:5]([S:6](=[O:8])(=[O:9])[CH2:10][N+:11]#[C-:7])[cH:12][cH:13]1>>[C:10](#[N:11])[CH2:44][c:42]1[c:41](-[c:46]2[s:47][cH:48][cH:49][cH:50]2)[n:40][n:39]([CH2:38][c:37]2[cH:36][cH:35][c:34]([O:33][CH2:32][c:22]3[c:21]([CH3:20])[o:25][c:24](-[c:26]4[cH:27][cH:28][cH:29][cH:30][cH:31]4)[n:23]3)[cH:52][cH:51]2)[cH:43]1.